From a dataset of the Open Reaction Database (ORD), a public repository of structured organic reaction records. describe an organic reaction: reactants, conditions, products, and yield Isolated yield 23.0%. Solvent: C(C)O (ethanol). Reagents/catalysts: [Pd] (palladium on carbon), C1=CC=C(C=C1)P(C2=CC=CC=C2)C3=CC=CC=C3.C1=CC=C(C=C1)P(C2=CC=CC=C2)C3=CC=CC=C3.C1=CC=C(C=C1)P(C2=CC=CC=C2)C3=CC=CC=C3.[Cl-].[Rh] (tris(triphenylphosphine)rhodium (I) chloride). The product is ClC1=CC=C(C=C1)C(CCCC1=CC(=CC=C1)OC1=CC=CC=C1)C1CC1 (1-(4-chlorophenyl)-1-cyclopropyl4-(3-phenoxyphenyl)butane). Procedure: A mixture of 2.3 grams (0.006 mole) of 1-(4-chlorophenyl)-1-cyclopropyl-4-(3-phenoxyphenyl)-1,3-butadiene, 2.3 grams (0.002 mole) of 10% palladium on carbon, 0.25 gram (0.0002 mole) of tris(triphenylphosphine)rhodium (I) chloride, and 25 mL of benzene in 100 mL of ethanol was hydrogenated at 40° C. using a Parr hydrogenator. Upon completion of the uptake of the theoretical amount of hydrogen (two hours), the reaction mixture was cooled and filtered. The filtrate was concentrated under reduced pr... RXN SMILES: [Cl:1][C:2]1[CH:7]=[CH:6][C:5]([C:8]([CH:25]2[CH2:27][CH2:26]2)=[CH:9][CH:10]=[CH:11][C:12]2[CH:17]=[CH:16][CH:15]=[C:14]([O:18][C:19]3[CH:24]=[CH:23][CH:22]=[CH:21][CH:20]=3)[CH:13]=2)=[CH:4][CH:3]=1.C1C=CC=CC=1.[H][H]>[Pd].C(O)C.C1C=CC(P(C2C=CC=CC=2)C2C=CC=CC=2)=CC=1.C1C=CC(P(C2C=CC=CC=2)C2C=CC=CC=2)=CC=1.C1C=CC(P(C2C=CC=CC=2)C2C=CC=CC=2)=CC=1.[Cl-].[Rh]>[Cl:1][C:2]1[CH:7]=[CH:6][C:5]([CH:8]([CH:25]2[CH2:26][CH2:27]2)[CH2:9][CH2:10][CH2:11][C:12]2[CH:17]=[CH:16][CH:15]=[C:14]([O:18][C:19]3[CH:24]=[CH:23][CH:22]=[CH:21][CH:20]=3)[CH:13]=2)=[CH:4][CH:3]=1 |f:5.6.7.8.9|. Reactants: ClC1=CC=C(C=C1)C(=CC=CC1=CC(=CC=C1)OC1=CC=CC=C1)C1CC1 (1-(4-chlorophenyl)-1-cyclopropyl-4-(3-phenoxyphenyl)-1,3-butadiene), C1=CC=CC=C1 (benzene), [H][H] (hydrogen). Procedure details: 3-(2-Methoxyethoxy)-2-methyl-4-(methylsulfonyl)benzoic acid (500 mg) was dissolved in chloroform (20 mL), and oxalyl chloride (500 mg) and a catalytic amount of DMF were added, followed by stirring at room temperature for 3 hours. Under reduced pressure, the solvent and an excess reagent were distilled off to obtain 3-(2-methoxyethoxy)-2-methyl-4-(methylsulfonyl)benzoyl chloride (520 mg) as an oily product. Run in C(Cl)(Cl)Cl (chloroform). Isolated yield 97.7%. Product: COCCOC=1C(=C(C(=O)Cl)C=CC1S(=O)(=O)C)C (3-(2-methoxyethoxy)-2-methyl-4-(methylsulfonyl)benzoyl chloride). Reaction conditions: time 3 hour. The reactants are C(C(=O)Cl)(=O)Cl (oxalyl chloride), CN(C)C=O (DMF), COCCOC=1C(=C(C(=O)O)C=CC1S(=O)(=O)C)C (3-(2-Methoxyethoxy)-2-methyl-4-(methylsulfonyl)benzoic acid). Reaction SMILES: [CH3:1][O:2][CH2:3][CH2:4][O:5][C:6]1[C:7]([CH3:19])=[C:8]([CH:12]=[CH:13][C:14]=1[S:15]([CH3:18])(=[O:17])=[O:16])[C:9](O)=[O:10].C(Cl)(=O)C([Cl:23])=O.CN(C=O)C>C(Cl)(Cl)Cl>[CH3:1][O:2][CH2:3][CH2:4][O:5][C:6]1[C:7]([CH3:19])=[C:8]([CH:12]=[CH:13][C:14]=1[S:15]([CH3:18])(=[O:17])=[O:16])[C:9]([Cl:23])=[O:10]. Reactants: COC1=C(C=CC=C1)N1CCN(CC1)CCC1OC1 (1-(2-Methoxyphenyl)-4-(2-(oxiran-2-yl)ethyl)piperazine), N(=[N+]=[N-])CC(CCN1CCN(CC1)C1=C(C(=CC=C1)Cl)Cl)O (1-Azido-4-(4-(2,3-dichlorophenyl)piperazin-1-yl)butan-2-ol). Yields the product N(=[N+]=[N-])CC(CCN1CCN(CC1)C1=C(C=CC=C1)OC)O (1-Azido-4-(4-(2-methoxyphenyl)piperazin-1-yl)butan-2-ol). The yield is 15.0%. As a reaction SMILES: [CH3:1][O:2][C:3]1[CH:8]=[CH:7][CH:6]=[CH:5][C:4]=1[N:9]1[CH2:14][CH2:13][N:12]([CH2:15][CH2:16][CH:17]2[CH2:19][O:18]2)[CH2:11][CH2:10]1.[N:20](CC(O)CCN1CCN(C2C=CC=C(Cl)C=2Cl)CC1)=[N+:21]=[N-:22]>>[N:20]([CH2:19][CH:17]([OH:18])[CH2:16][CH2:15][N:12]1[CH2:13][CH2:14][N:9]([C:4]2[CH:5]=[CH:6][CH:7]=[CH:8][C:3]=2[O:2][CH3:1])[CH2:10][CH2:11]1)=[N+:21]=[N-:22]. Procedure: Prepared from 28b in a similar fashion as described above for 29a. Yield: 15%, 1H NMR (CDCl3): δ 1.55 (ddd, J 14.6, 6.7, 3.6, 1H), 1.80 (m, 1H), 2.62 (s, 2H), 2.74 (m, 2H), 2.89 (s, 2H), 3.09 (s, 4H), 3.24 (dd, J 11.6, 4.1, 1H), 3.29 (dd, J 11.6, 4.9, 1H), 3.86 (s, 3H), 4.03 (dtd, J 9.8, 5.5, 2.5, 1H), 6.86 (d, J 8.0, 1H), 6.89-6.95 (m, 2H), 7.01 (ddd, J 8.0, 5.1, 4.1, 1H), 13C NMR (CDCl3): δ 28.4, 50.7, 53.5, 53.5, 55.4, 56.6, 57.4, 73.0, 111.2, 118.3, 121.1, 123.2, 140.9, 152.3. The reactants are Brc1cncc(Br)c1, CCOCC, [Li]CCCC, CN(C)C=O. Reaction SMILES: [Br:1][c:2]1[cH:3][n:4][cH:5][c:6]([Br:7])[cH:8]1.[CH3:19][CH2:20][O:21][CH2:22][CH3:23].[CH3:9][CH2:10][CH2:11][CH2:12][Li:13].[O:14]=[CH:15][N:16]([CH3:17])[CH3:18]>>[c:2]1([CH:15]=[O:14])[cH:3][n:4][cH:5][c:6]([Br:7])[cH:8]1. Yields the product O=Cc1cncc(Br)c1. The reactants are N#CC1(NC(=O)C2CC(S(=O)(=O)c3ccccc3Cl)CN2)CC1, CN1CCC(C(=O)O)CC1, Cl. The product is CN1CCC(C(=O)N2CC(S(=O)(=O)c3ccccc3Cl)CC2C(=O)NC2(C#N)CC2)CC1. RXN SMILES: [C:2](#[N:3])[C:4]1([NH:7][C:8](=[O:9])[CH:10]2[NH:11][CH2:12][CH:13]([S:15](=[O:16])(=[O:17])[c:18]3[c:19]([Cl:24])[cH:20][cH:21][cH:22][cH:23]3)[CH2:14]2)[CH2:5][CH2:6]1.[CH3:25][N:26]1[CH2:27][CH2:28][CH:29]([C:32](=[O:33])[OH:34])[CH2:30][CH2:31]1.[ClH:1]>>[C:2](#[N:3])[C:4]1([NH:7][C:8](=[O:9])[CH:10]2[N:11]([C:32]([CH:29]3[CH2:28][CH2:27][N:26]([CH3:25])[CH2:31][CH2:30]3)=[O:33])[CH2:12][CH:13]([S:15](=[O:16])(=[O:17])[c:18]3[c:19]([Cl:24])[cH:20][cH:21][cH:22][cH:23]3)[CH2:14]2)[CH2:5][CH2:6]1.